Dataset: the Open Reaction Database (ORD), a public repository of structured organic reaction records. Task: describe an organic reaction: reactants, conditions, products, and yield Product: COC(=O)c1ccc(CBr)cc1OS(=O)(=O)C(F)(F)F. Reactants: O=C1CCC(=O)N1Br, COC(=O)c1ccc(C)cc1OS(=O)(=O)C(F)(F)F, ClC(Cl)(Cl)Cl, CC(C)(C#N)N=NC(C)(C)C#N. As a reaction SMILES: [Br:20][N:21]1[C:22](=[O:23])[CH2:24][CH2:25][C:26]1=[O:27].[CH3:1][O:2][C:3]([c:4]1[c:5]([O:11][S:12](=[O:13])(=[O:14])[C:15]([F:16])([F:17])[F:18])[cH:6][c:7]([CH3:10])[cH:8][cH:9]1)=[O:19].[Cl:40][C:41]([Cl:42])([Cl:43])[Cl:44].[N:28]([C:29]([CH3:30])([CH3:31])[C:32]#[N:33])=[N:34][C:35]([CH3:36])([CH3:37])[C:38]#[N:39]>>[CH3:1][O:2][C:3]([c:4]1[c:5]([O:11][S:12](=[O:13])(=[O:14])[C:15]([F:16])([F:17])[F:18])[cH:6][c:7]([CH2:10][Br:20])[cH:8][cH:9]1)=[O:19]. RXN SMILES: [B:1]([O-:2])([O-:15])[O:16][c:3]1[cH:4][cH:5][c:6]([O:9][CH2:10][CH2:11][O:12][CH2:13][CH3:14])[cH:7][cH:8]1.[Br:17][c:18]1[cH:19][cH:20][c:21]2[c:22]([cH:48]1)[CH:23]=[C:24]([C:30](=[O:31])[NH:32][c:33]1[cH:34][cH:35][c:36]([CH2:39][N:40]([CH:41]3[CH2:42][CH2:43][O:44][CH2:45][CH2:46]3)[CH3:47])[cH:37][cH:38]1)[CH2:25][CH2:26][N:27]2[CH2:28][CH3:29].[C:49](=[O:50])([O-:51])[O-:52].[CH2:62]([OH:63])[CH3:64].[CH3:66][CH2:67][O:68][C:69](=[O:70])[CH3:71].[K+:53].[K+:54].[OH2:65].[c:55]1([CH3:56])[cH:57][cH:58][cH:59][cH:60][cH:61]1>>[c:3]1(-[c:18]2[cH:19][cH:20][c:21]3[c:22]([cH:48]2)[CH:23]=[C:24]([C:30](=[O:31])[NH:32][c:33]2[cH:34][cH:35][c:36]([CH2:39][N:40]([CH:41]4[CH2:42][CH2:43][O:44][CH2:45][CH2:46]4)[CH3:47])[cH:37][cH:38]2)[CH2:25][CH2:26][N:27]3[CH2:28][CH3:29])[cH:4][cH:5][c:6]([O:9][CH2:10][CH2:11][O:12][CH2:13][CH3:14])[cH:7][cH:8]1. Yields the product CCOCCOc1ccc(-c2ccc3c(c2)C=C(C(=O)Nc2ccc(CN(C)C4CCOCC4)cc2)CCN3CC)cc1. Starting materials: CCOCCOc1ccc(OB([O-])[O-])cc1, CCN1CCC(C(=O)Nc2ccc(CN(C)C3CCOCC3)cc2)=Cc2cc(Br)ccc21, O=C([O-])[O-], CCO, CCOC(C)=O, [K+], [K+], O, Cc1ccccc1. Reactants: FC(CC1=CN=C(S1)N)(F)F (5-(2,2,2-trifluoroethyl)thiazol-2-amine), COCCBr (2-bromoethyl methyl ether). Product: Br.COCCN1C(SC(=C1)CC(F)(F)F)=N (3-(2-methoxyethyl)-5-(2,2,2-trifluoroethyl)thiazol-2(3H)-imine hydrobromide). Reaction SMILES: [F:1][C:2]([F:11])([F:10])[CH2:3][C:4]1[S:8][C:7]([NH2:9])=[N:6][CH:5]=1.[CH3:12][O:13][CH2:14][CH2:15][Br:16]>>[BrH:16].[CH3:12][O:13][CH2:14][CH2:15][N:6]1[CH:5]=[C:4]([CH2:3][C:2]([F:1])([F:10])[F:11])[S:8][C:7]1=[NH:9] |f:2.3|. Procedure: A mixture of Example 139A and commercially available 2-bromoethyl methyl ether (Aldrich) was processed using the method described in Example 46A to afford the title compound MS (ESI+) m/z 241 (M+H)+. Starting materials: B(Br)(Br)Br (BBr3), COC=1C=C(C=CC1)CP(OCC)=O (ethyl (3-methoxyphenyl)methylphosphinate). The solvent is C(Cl)Cl (DCM). Conditions: time 15 hour. Product: OC=1C=C(C=CC1)CP(OCC)=O (Ethyl (3-hydroxyphenyl)methylphosphinate). RXN SMILES: B(Br)(Br)Br.C[O:6][C:7]1[CH:8]=[C:9]([CH2:13][PH:14](=[O:18])[O:15][CH2:16][CH3:17])[CH:10]=[CH:11][CH:12]=1>C(Cl)Cl>[OH:6][C:7]1[CH:8]=[C:9]([CH2:13][PH:14](=[O:18])[O:15][CH2:16][CH3:17])[CH:10]=[CH:11][CH:12]=1. Procedure details: BBr3 (3.16 mL, 1 M solution in DCM) was added to a solution of ethyl (3-methoxyphenyl)methylphosphinate (0.169 g, 0.789 mmol) in DCM at 0° C. The reaction was stirred at rt for 15 h, then partitioned between EtOAc and saturated aqueous NaHCO3. The organic phase was washed with brine, dried (Na2SO4), filtered and concentrated to give the title compound. 1H NMR (500 MHz, CD3OD): δ 7.35-7.40 (m, 1H), 7.19-7.26 (m, 2H), 7.05 (dd, 1H, J=8.3, 2.6 Hz), 3.85 4.05 (m, 2H), 1.69 (d, 3H, J=14.6 Hz), 1.29 (... Starting materials: ClC(=O)OCC (ethyl chloroformate), CC1=C(C(=CC=C1)C)N1C(N(C(C1)C)C1=C(C=CC=C1C)C)=N (1,3-bis(2',6'-dimethylphenyl)-2-imino-4-methyl-imidazolidine). Solvent: C1=CC=CC=C1 (benzene), C1=CC=CC=C1 (benzene). Run at time 5 hour. Yields the product CC1=C(C(=CC=C1)C)N1C(N(C(C1)C)C1=C(C=CC=C1C)C)=NC(=O)OCC (1,3-bis(2',6'-dimethylphenyl)-2-carbethoxyimino-4-methyl-imidazolidine). The yield is 67.8%. Reaction SMILES: Cl[C:2]([O:4][CH2:5][CH3:6])=[O:3].[CH3:7][C:8]1[CH:13]=[CH:12][CH:11]=[C:10]([CH3:14])[C:9]=1[N:15]1[CH2:19][CH:18]([CH3:20])[N:17]([C:21]2[C:26]([CH3:27])=[CH:25][CH:24]=[CH:23][C:22]=2[CH3:28])[C:16]1=[NH:29]>C1C=CC=CC=1>[CH3:7][C:8]1[CH:13]=[CH:12][CH:11]=[C:10]([CH3:14])[C:9]=1[N:15]1[CH2:19][CH:18]([CH3:20])[N:17]([C:21]2[C:22]([CH3:28])=[CH:23][CH:24]=[CH:25][C:26]=2[CH3:27])[C:16]1=[N:29][C:2]([O:4][CH2:5][CH3:6])=[O:3]. Reported procedure: A solution of 1.0 ml (1.38 g, 10.5 mmoles) of ethyl chloroformate in 10 ml of dry benzene is added dropwise at room temperature to a stirred solution of 6.15 g (20 mmoles) of 1,3-bis(2',6'-dimethylphenyl)-2-imino-4-methyl-imidazolidine, obtained as described in Example 7, in 60 ml of dry benzene. The mixture is stirred for additional 5 hours at room temperature, and then washed thrice with 50 ml of water each. The benzene solution is dried over anhydrous sodium sulfate, and the solvent is evapor... Starting materials: [BH3-]C#N, CC(=O)O, CO, NCc1ccc(F)cc1, [Na+], O=C1CCN(CCC2CCOCO2)CC1. Product: Fc1ccc(CNC2CCN(CCC3CCOCO3)CC2)cc1. Reaction SMILES: [C:29]([BH3-:30])#[N:31].[CH3:25][C:26](=[O:27])[OH:28].[CH3:33][OH:34].[F:16][c:17]1[cH:18][cH:19][c:20]([CH2:21][NH2:22])[cH:23][cH:24]1.[Na+:32].[O:1]1[CH2:2][O:3][CH:4]([CH2:7][CH2:8][N:9]2[CH2:10][CH2:11][C:12](=[O:15])[CH2:13][CH2:14]2)[CH2:5][CH2:6]1>>[O:1]1[CH2:2][O:3][CH:4]([CH2:7][CH2:8][N:9]2[CH2:10][CH2:11][CH:12]([NH:22][CH2:21][c:20]3[cH:19][cH:18][c:17]([F:16])[cH:24][cH:23]3)[CH2:13][CH2:14]2)[CH2:5][CH2:6]1. The reactants are BrB(Br)Br, CCOC(=O)c1c(-c2ccc(F)cc2)[nH]c2ccc(Br)cc12, C1CCOC1, CN, ClCCl, ClCCCl, N#N. Yields the product CNC(=O)c1c(-c2ccc(F)cc2)[nH]c2ccc(Br)cc12. As a reaction SMILES: [B:25]([Br:26])([Br:27])[Br:28].[Br:1][c:2]1[cH:3][c:4]2[c:5]([C:18]([O:20][CH2:19][CH3:21])=[O:22])[c:6](-[c:11]3[cH:12][cH:13][c:14]([F:17])[cH:15][cH:16]3)[nH:7][c:8]2[cH:9][cH:10]1.[CH2:34]1[O:35][CH2:36][CH2:37][CH2:38]1.[CH3:32][NH2:33].[Cl:29][CH2:30][Cl:31].[Cl:39][CH2:40][CH2:41][Cl:42].[N:23]#[N:24]>>[Br:1][c:2]1[cH:3][c:4]2[c:5]([C:18](=[O:20])[NH:33][CH3:32])[c:6](-[c:11]3[cH:12][cH:13][c:14]([F:17])[cH:15][cH:16]3)[nH:7][c:8]2[cH:9][cH:10]1.